Dataset: the Open Reaction Database (ORD), a public repository of structured organic reaction records. Task: describe an organic reaction: reactants, conditions, products, and yield The reactants are Cc1cc(Br)ccc1F, ClC(Cl)(Cl)Cl, O=C1CCC(=O)N1Br. Yields the product Fc1ccc(Br)cc1CBr. Reaction SMILES: [Br:1][c:2]1[cH:3][cH:4][c:5]([F:9])[c:6]([CH3:8])[cH:7]1.[Cl:18][C:19]([Cl:20])([Cl:21])[Cl:22].[O:10]=[C:11]1[N:12]([Br:17])[C:13](=[O:14])[CH2:15][CH2:16]1>>[Br:1][c:2]1[cH:3][cH:4][c:5]([F:9])[c:6]([CH2:8][Br:17])[cH:7]1. Starting materials: Cl[O-].[Na+] (sodium hypochlorite), C(C)(=O)O.CC1CCNCC1 (4-methylpiperidine acetate), [OH-].[K+] (potassium hydroxide), C#N (hydrogen cyanide), Cl (hydrochloric acid), [OH-].[Na+] (sodium hydroxide). The solvent is O (water), C(C)O (ethanol), O (water). Run at time 10 minute. Yields the product CC1CC(NCC1)C#N (4-methyl-2-piperidinecarbonitrile). The yield is 65.2%. Reaction SMILES: Cl[O-].[Na+].C(O)(=O)C.[CH3:8][CH:9]1[CH2:14][CH2:13][NH:12][CH2:11][CH2:10]1.[OH-].[K+].[CH:17]#[N:18].Cl.[OH-].[Na+]>O.C(O)C>[CH3:8][CH:9]1[CH2:14][CH2:13][NH:12][CH:11]([C:17]#[N:18])[CH2:10]1 |f:0.1,2.3,4.5,8.9|. Reported procedure: To 500 g of 10% sodium hypochlorite solution cooled in an ice bath, there was added dropwise a solution of 33.6 g (0.21 mole) of 4-methylpiperidine acetate in 10 ml of water over a period of 1 hour. At the end of this period, the reaction product was extracted twice with 500 ml of ethyl ether and dried over anhydrous sodium sulfate. After evaporation of ethyl ether, the residue was added dropwise to a solution of 11.8 g (0.21 mole) of potassium hydroxide in 100mls of 96% ethanol under reflux. Re... The reactants are [Al+3], [Cl-], [Cl-], [Cl-], Cl, C1COCCO1, Oc1ccc(O)cc1, OC1(c2ccccc2)CC2CCC1C2. Product: Oc1ccc(O)c(C2(c3ccccc3)CC3CCC2C3)c1. As a reaction SMILES: [Al+3:2].[Cl-:1].[Cl-:3].[Cl-:4].[ClH:27].[O:28]1[CH2:29][CH2:30][O:31][CH2:32][CH2:33]1.[OH:5][c:6]1[cH:7][cH:8][c:9]([OH:10])[cH:11][cH:12]1.[c:13]1([C:19]2([OH:26])[CH:20]3[CH2:21][CH2:22][CH:23]([CH2:24]2)[CH2:25]3)[cH:14][cH:15][cH:16][cH:17][cH:18]1>>[OH:5][c:6]1[cH:7][cH:8][c:9]([OH:10])[c:11]([C:19]2([c:13]3[cH:14][cH:15][cH:16][cH:17][cH:18]3)[CH:20]3[CH2:21][CH2:22][CH:23]([CH2:24]2)[CH2:25]3)[cH:12]1. The reactants are C(#N)C1=C(C=C(C=C1)N1C(N(C2(CCC2)C1=O)C1=CC=C(C=C1)CCCC(=O)NC)=S)C(F)(F)F (4-{4-[7-(4-Cyano-3-trifluoromethylphenyl)-8-oxo-6-thioxo-5,7-diaza-spiro[3.4]oct-5-yl]-phenyl}-N-methyl-butyramide), N (ammonia), N1=CC=CC=C1 (pyridine), S(=O)(=O)(C(F)(F)F)OS(=O)(=O)C(F)(F)F (triflic anhydride). Run in ClCCl (dichloromethane). Reaction conditions: temperature 0 celsius, time 8 hour. The product is C(#N)C1=C(C=C(C=C1)N1C(N(C2(CCC2)C1=O)C1=CC=C(C=C1)CCCC(NC)=N)=S)C(F)(F)F (4-(4-(7-(4-Cyano-3-(trifluoromethyl)phenyl)-8-oxo-6-thioxo-5,7-diazaspiro[3.4]oct-an-5-yl)phenyl)-N-methylbutanimidamide). Yield: 72.6%. Reaction SMILES: [C:1]([C:3]1[CH:8]=[CH:7][C:6]([N:9]2[C:16](=[O:17])[C:12]3([CH2:15][CH2:14][CH2:13]3)[N:11]([C:18]3[CH:23]=[CH:22][C:21]([CH2:24][CH2:25][CH2:26][C:27]([NH:29][CH3:30])=O)=[CH:20][CH:19]=3)[C:10]2=[S:31])=[CH:5][C:4]=1[C:32]([F:35])([F:34])[F:33])#[N:2].[N:36]1C=CC=CC=1.S(OS(C(F)(F)F)(=O)=O)(C(F)(F)F)(=O)=O.N>ClCCl>[C:1]([C:3]1[CH:8]=[CH:7][C:6]([N:9]2[C:16](=[O:17])[C:12]3([CH2:15][CH2:14][CH2:13]3)[N:11]([C:18]3[CH:23]=[CH:22][C:21]([CH2:24][CH2:25][CH2:26][C:27](=[NH:36])[NH:29][CH3:30])=[CH:20][CH:19]=3)[C:10]2=[S:31])=[CH:5][C:4]=1[C:32]([F:34])([F:35])[F:33])#[N:2]. Procedure: To a solution of 4-{4-[7-(4-Cyano-3-trifluoromethylphenyl)-8-oxo-6-thioxo-5,7-diaza-spiro[3.4]oct-5-yl]-phenyl}-N-methyl-butyramide (88) [ND-6] (4.0 mg, 0.008 mmol) and pyridine (1.94 μL, 0.02 mmol) in dichloromethane (3 mL) at −40° C. was slowly added triflic anhydride (Tf2O, 1.75 μL, 0.01 mmol). The mixture was allowed to warm to 0° C. over 3 h. The solution was then cooled to −40° C. and ammonia was introduced by bubbling. The reaction was then warmed to room temperature and stirred overnight... Reactants: CC(=O)[O-], CC(=O)[O-], CC(=O)[O-], CC(=O)O, [K+], [K+], [Li+], O=[Cr](=O)([O-])O[Cr](=O)(=O)[O-], O, O, O, [Pd+2], NS(=O)(=O)c1nc2ccccc2s1. Product: CC(=O)Oc1ccc2nc(S(N)(=O)=O)sc2c1. RXN SMILES: [C:16]([CH3:17])(=[O:18])[O-:19].[C:37]([O-:38])(=[O:39])[CH3:40].[C:42]([O-:43])(=[O:44])[CH3:45].[CH3:33][C:34](=[O:35])[OH:36].[K+:21].[K+:22].[Li+:20].[O-:23][Cr:24]([O:25][Cr:26](=[O:27])(=[O:28])[O-:29])(=[O:30])=[O:31].[OH2:14].[OH2:15].[OH2:32].[Pd+2:41].[s:1]1[c:2]([S:10](=[O:11])(=[O:12])[NH2:13])[n:3][c:4]2[c:5]1[cH:6][cH:7][cH:8][cH:9]2>>[s:1]1[c:2]([S:10](=[O:11])(=[O:12])[NH2:13])[n:3][c:4]2[c:5]1[cH:6][c:7]([O:19][C:16]([CH3:17])=[O:18])[cH:8][cH:9]2. Starting materials: COc1cc2cc(C(=O)Nc3cc(OCc4ccccc4)c4ccccc4c3CCOC(C)=O)[nH]c2c(OC)c1OC, O=C([O-])[O-], CO, CCOC(C)=O, [K+], [K+]. Product: COc1cc2cc(C(=O)Nc3cc(OCc4ccccc4)c4ccccc4c3CCO)[nH]c2c(OC)c1OC. As a reaction SMILES: [C:1](=[O:2])([CH3:3])[O:4][CH2:5][CH2:6][c:7]1[c:8]([NH:25][C:26](=[O:27])[c:28]2[nH:29][c:30]3[c:31]([O:41][CH3:42])[c:32]([O:39][CH3:40])[c:33]([O:37][CH3:38])[cH:34][c:35]3[cH:36]2)[cH:9][c:10]([O:17][CH2:18][c:19]2[cH:20][cH:21][cH:22][cH:23][cH:24]2)[c:11]2[cH:12][cH:13][cH:14][cH:15][c:16]12.[C:43](=[O:44])([O-:45])[O-:46].[CH3:49][OH:50].[CH3:51][CH2:52][O:53][C:54]([CH3:55])=[O:56].[K+:47].[K+:48]>>[OH:4][CH2:5][CH2:6][c:7]1[c:8]([NH:25][C:26](=[O:27])[c:28]2[nH:29][c:30]3[c:31]([O:41][CH3:42])[c:32]([O:39][CH3:40])[c:33]([O:37][CH3:38])[cH:34][c:35]3[cH:36]2)[cH:9][c:10]([O:17][CH2:18][c:19]2[cH:20][cH:21][cH:22][cH:23][cH:24]2)[c:11]2[cH:12][cH:13][cH:14][cH:15][c:16]12. The reactants are ice water, [H-].[Na+] (sodium hydride), C(C)(=O)OCC(F)F (difluoroethyl acetate), C(C)(=O)OCC (ethyl acetate), S(O)(O)(=O)=O (sulphuric acid). Run in O1CCCC1 (tetrahydrofuran). Reaction conditions: time 8 hour. Product: FC(C(CC(=O)OCC)=O)F (ethyl 4,4-difluoro-3-oxobutanoate). RXN SMILES: [H-].[Na+].C([O:6][CH2:7][CH:8]([F:10])[F:9])(=O)C.[C:11]([O:14][CH2:15][CH3:16])(=[O:13])[CH3:12].S(=O)(=O)(O)O>O1CCCC1>[F:9][CH:8]([F:10])[C:7](=[O:6])[CH2:12][C:11]([O:14][CH2:15][CH3:16])=[O:13] |f:0.1|. Procedure details: Under nitrogen, 46.7 g (1.168 mol) of sodium hydride (60% dispersion in paraffin) were added to 600 ml of tetrahydrofuran. At 35° C. a mixture of 125 g (1.008 mol) of difluoroethyl acetate and 88.7 g (1.010 mol) of ethyl acetate was added dropwise while the temperature was maintained at below 40° C. This was followed by further stirring at room temperature overnight. The reaction mixture was carefully poured into 1.7 L of ice-water and adjusted to pH 3 with sulphuric acid. The reaction mixture w... Starting materials: CC(C)(CNC(=O)c1ccccc1)NCCc1ccccc1, CCOC(C)=O, CNC(C)(C)CNC(=O)c1ccccc1, CC(=O)O, Cl, Cl, Cl[Pd]Cl. Yields the product CNC(C)(C)CNC(=O)c1ccccc1. Reaction SMILES: [CH2:1]([c:2]1[cH:3][cH:4][cH:5][cH:6][cH:7]1)[CH2:8][NH:9][C:10]([CH2:11][NH:12][C:13]([c:14]1[cH:15][cH:16][cH:17][cH:18][cH:19]1)=[O:20])([CH3:21])[CH3:22].[CH3:24][CH2:25][O:26][C:27](=[O:28])[CH3:29].[CH3:31][NH:32][C:33]([CH3:34])([CH3:35])[CH2:36][NH:37][C:38](=[O:39])[c:40]1[cH:41][cH:42][cH:43][cH:44][cH:45]1.[CH3:46][C:47](=[O:48])[OH:49].[ClH:23].[ClH:30].[Pd:50]([Cl:51])[Cl:52]>>[CH3:8][NH:9][C:10]([CH2:11][NH:12][C:13]([c:14]1[cH:15][cH:16][cH:17][cH:18][cH:19]1)=[O:20])([CH3:21])[CH3:22]. Starting materials: C1(CC1)OC=1C=C(C=CC1OC(F)F)C1=C(C2=C(C=NN(C2=O)COCC[Si](C)(C)C)N1COCC[Si](C)(C)C)CCC1CC1 (2-(3-cyclopropoxy-4-difluoromethoxyphenyl)-3-(2-cyclopropylethyl)-1,5-bis(2-trimethylsilylethoxymethyl)-1,5-dihydropyrrolo[2,3-d]pyridazin-4-one), C1(CC1)OC=1C=C(C=CC1OC(F)F)C1=C(C2=C(C=NN(C2=O)COCC[Si](C)(C)C)N1COCC[Si](C)(C)C)C (2-(3-cyclopropoxy-4-difluoromethoxyphenyl)-3-methyl-1,5-bis(2-trimethylsilylethoxymethyl)-1,5-dihydropyrrolo[2,3-d]pyridazin-4-one). Yields the product C1(CC1)OC=1C=C(C=CC1OC(F)F)C1=C(C2=C(C=NN(C2=O)COCC[Si](C)(C)C)N1)CCC1CC1 (2-(3-Cyclopropoxy-4-difluoromethoxyphenyl)-3-(2-cyclopropylethyl)-5-(2-trimethylsilylethoxymethyl)-1,5-dihydropyrrolo[2,3-d]pyridazin-4-one). Yield: 82.6%. RXN SMILES: [CH:1]1([O:4][C:5]2[CH:6]=[C:7]([C:15]3[N:32](COCC[Si](C)(C)C)[C:18]4[CH:19]=[N:20][N:21]([CH2:24][O:25][CH2:26][CH2:27][Si:28]([CH3:31])([CH3:30])[CH3:29])[C:22](=[O:23])[C:17]=4[C:16]=3[CH2:41][CH2:42][CH:43]3[CH2:45][CH2:44]3)[CH:8]=[CH:9][C:10]=2[O:11][CH:12]([F:14])[F:13])[CH2:3][CH2:2]1.C1(OC2C=C(C3N(COCC[Si](C)(C)C)C4C=NN(COCC[Si](C)(C)C)C(=O)C=4C=3C)C=CC=2OC(F)F)CC1>>[CH:1]1([O:4][C:5]2[CH:6]=[C:7]([C:15]3[NH:32][C:18]4[CH:19]=[N:20][N:21]([CH2:24][O:25][CH2:26][CH2:27][Si:28]([CH3:31])([CH3:30])[CH3:29])[C:22](=[O:23])[C:17]=4[C:16]=3[CH2:41][CH2:42][CH:43]3[CH2:45][CH2:44]3)[CH:8]=[CH:9][C:10]=2[O:11][CH:12]([F:14])[F:13])[CH2:2][CH2:3]1. Procedure details: Reaction and post treatment were carried out in the same manner as in Example 4-(b) except for using 0.44 g (0.66 mmol) of 2-(3-cyclopropoxy-4-difluoromethoxyphenyl)-3-(2-cyclopropylethyl)-1,5-bis(2-trimethylsilylethoxymethyl)-1,5-dihydropyrrolo[2,3-d]pyridazin-4-one obtained in Example 70-(b) in place of 2-(3-cyclopropoxy-4-difluoromethoxyphenyl)-3-methyl-1,5-bis(2-trimethylsilylethoxymethyl)-1,5-dihydropyrrolo[2,3-d]pyridazin-4-one, whereby 0.29 g of the title compound was obtained as a white ... Starting materials: C[Si](CCONC(=O)[C@@H]1NC([C@@H](C1)C1=CC=C(C=C1)OCC1=CC=CC=C1)=O)(C)C ((2R, 4S)-4-(4-benzyloxyphenyl)-5-oxo-pyrrolidine-2-carboxylic acid (2-trimethylsilanylethoxy)amide), B(F)(F)F.CCOCC (boron trifluoride etherate). Procedure details: To a suspension of (2R, 4S)-4-(4-benzyloxyphenyl)-5-oxo-pyrrolidine-2-carboxylic acid (2-trimethylsilanylethoxy)amide (95 mg, 0.22 mmol) in methylene chloride was added boron trifluoride etherate (0.86 μL, 0.68 mmol). The mixture was stirred at room temperature for 75 minutes. During this period the suspended solid dissolved completely and the product precipitated. The mixture was quenched by addition of saturated aqueous NH4Cl solution. The title compound was collected by filtration, washing we... Reaction SMILES: C[Si](C)(C)CC[O:5][NH:6][C:7]([C@H:9]1[CH2:13][C@@H:12]([C:14]2[CH:19]=[CH:18][C:17]([O:20][CH2:21][C:22]3[CH:27]=[CH:26][CH:25]=[CH:24][CH:23]=3)=[CH:16][CH:15]=2)[C:11](=[O:28])[NH:10]1)=[O:8].B(F)(F)F.CCOCC>C(Cl)Cl>[OH:5][NH:6][C:7]([C@H:9]1[CH2:13][C@@H:12]([C:14]2[CH:19]=[CH:18][C:17]([O:20][CH2:21][C:22]3[CH:27]=[CH:26][CH:25]=[CH:24][CH:23]=3)=[CH:16][CH:15]=2)[C:11](=[O:28])[NH:10]1)=[O:8] |f:1.2|. Reaction conditions: time 75 minute. Run in C(Cl)Cl (methylene chloride). The product is ONC(=O)[C@@H]1NC([C@@H](C1)C1=CC=C(C=C1)OCC1=CC=CC=C1)=O ((2R, 4S )-4-(4-Benzyloxyphenyl)-5-oxo-pyrrolidine-2-carboxylic acid hydroxyamide).